Dataset: the Open Reaction Database (ORD), a public repository of structured organic reaction records. Task: describe an organic reaction: reactants, conditions, products, and yield Starting materials: N1CC(C(=O)OCC)CCC1 (ethyl nipecotate), C(C1=CC=CC=C1)Br (benzyl bromide). Solvent: ClCCl (dichloromethane). Reaction conditions: time 20 hour. The product is C(C1=CC=CC=C1)N1CC(CCC1)C(=O)OCC (ethyl 1-benzyl-3-piperidinecarboxylate). Isolated yield 78.9%. As a reaction SMILES: [NH:1]1[CH2:11][CH2:10][CH2:9][CH:3]([C:4]([O:6][CH2:7][CH3:8])=[O:5])[CH2:2]1.[CH2:12](Br)[C:13]1[CH:18]=[CH:17][CH:16]=[CH:15][CH:14]=1>ClCCl>[CH2:12]([N:1]1[CH2:11][CH2:10][CH2:9][CH:3]([C:4]([O:6][CH2:7][CH3:8])=[O:5])[CH2:2]1)[C:13]1[CH:18]=[CH:17][CH:16]=[CH:15][CH:14]=1. Procedure: Commercially available ethyl nipecotate (509.7 mg; 3.25 mmol) was dissolved in dichloromethane (12 ml). Dilsopropylethylamine (570 μl; 3.27 mmol) was added, followed by commercially available benzyl bromide (386 μl; 3.25 mmol) and the mixture stirred at ambient temperature for approximately 20 hours. The mixture was then evaporated at ambient temperature under reduced pressure. The crude product was purified by chromatography on silica eluting with 80% ethyl acetate in hexane, giving ethyl 1-ben... As a reaction SMILES: [C:1](=[O:2])([O:3][CH2:4][CH:5]1[c:6]2[cH:7][cH:8][cH:9][cH:10][c:11]2-[c:12]2[cH:13][cH:14][cH:15][cH:16][c:17]21)[NH:18][CH:19]([CH2:20][CH2:21][CH2:22][CH2:23][NH:24][C:25]([O:26][CH2:27][c:28]1[cH:29][cH:30][cH:31][cH:32][cH:33]1)=[O:34])[C:35](=[O:36])[C:37]1([n:46]2[cH:47][n:48][c:49]3[c:50](=[O:51])[nH:52][c:53]([NH2:54])[n:55][c:56]23)[CH:38]([OH:39])[CH:40]([OH:41])[CH:42]([CH2:43][OH:44])[O:45]1.[O:57]=[CH:58][N:59]([CH3:60])[CH3:61]>>[C:1](=[O:2])([O:3][CH2:4][CH:5]1[c:6]2[cH:7][cH:8][cH:9][cH:10][c:11]2-[c:12]2[cH:13][cH:14][cH:15][cH:16][c:17]21)[NH:18][CH:19]([CH2:20][CH2:21][CH2:22][CH2:23][NH2:24])[C:35](=[O:36])[C:37]1([n:46]2[cH:47][n:48][c:49]3[c:50](=[O:51])[nH:52][c:53]([NH2:54])[n:55][c:56]23)[CH:38]([OH:39])[CH:40]([OH:41])[CH:42]([CH2:43][OH:44])[O:45]1. Yields the product NCCCCC(NC(=O)OCC1c2ccccc2-c2ccccc21)C(=O)C1(n2cnc3c(=O)[nH]c(N)nc32)OC(CO)C(O)C1O. The reactants are Nc1nc2c(ncn2C2(C(=O)C(CCCCNC(=O)OCc3ccccc3)NC(=O)OCC3c4ccccc4-c4ccccc43)OC(CO)C(O)C2O)c(=O)[nH]1, CN(C)C=O. Reactants: C(C)(=O)O[C@]12C=CC(C=C1CC[C@@H]1[C@@H]3CCC([C@@]3(C)CC[C@H]21)=O)=O (10β-acetoxy-8α-estra-1,4-diene-3,17-dione), ice water, C([O-])([O-])=O.[Na+].[Na+] (sodium carbonate), C(C)(=O)OC(C)=O (acetic anhydride), S(O)(O)(=O)=O (sulfuric acid), C(Cl)(Cl)Cl (CHCl3). Reaction conditions: time 1 hour. Yields the product C(C)(=O)OC1=CC(=CC=2CC[C@@H]3[C@@H]4CCC([C@@]4(C)CC[C@@H]3C12)=O)OC(C)=O (1,3-Diacetoxy-8α-estra-1,3,5(10)-trien-17-one). As a reaction SMILES: C(O[C@@:5]12[C@@H:22]3[C@@H:13]([C@H:14]4[C@@:18]([CH2:20][CH2:21]3)([CH3:19])[C:17](=[O:23])[CH2:16][CH2:15]4)[CH2:12][CH2:11][C:10]1=[CH:9][C:8](=[O:24])[CH:7]=[CH:6]2)(=O)C.[C:25]([O:28]C(=O)C)(=[O:27])[CH3:26].S(=O)(=O)(O)O.[C:37](=[O:40])([O-])[O-].[Na+].[Na+].[CH:43](Cl)(Cl)Cl>>[C:25]([O:28][C:6]1[C:5]2[C@@H:22]3[C@@H:13]([C@H:14]4[C@@:18]([CH2:20][CH2:21]3)([CH3:19])[C:17](=[O:23])[CH2:16][CH2:15]4)[CH2:12][CH2:11][C:10]=2[CH:9]=[C:8]([O:24][C:37](=[O:40])[CH3:43])[CH:7]=1)(=[O:27])[CH3:26] |f:3.4.5|. Procedure: A suspension of 13.0 g. of 10β-acetoxy-8α-estra-1,4-diene-3,17-dione in 125 ml. of acetic anhydride is mixed dropwise with 0.7 ml. of concentrated sulfuric acid and stirred for 3 hours at room temperature, thus gradually dissolving the substance. The mixture is then introduced into 10 times the amount of ice water to which is added 7 g. of sodium carbonate. The mixture is agitated for 1 hour and then filtered off. The washed and dried residue is recrystallized from methanol, thus obtaining 7 g. ... Starting materials: Clc1ncnc2[nH]ccc12, Cl, Nc1ccc2[nH]ccc2c1. Yields the product Cl, c1nc(Nc2ccc3[nH]ccc3c2)c2cc[nH]c2n1. As a reaction SMILES: [Cl:1][c:2]1[c:3]2[c:4]([n:5][cH:6][n:7]1)[nH:8][cH:9][cH:10]2.[ClH:21].[NH2:11][c:12]1[cH:13][c:14]2[cH:15][cH:16][nH:17][c:18]2[cH:19][cH:20]1>>[ClH:1].[c:2]1([NH:11][c:12]2[cH:13][c:14]3[cH:15][cH:16][nH:17][c:18]3[cH:19][cH:20]2)[c:3]2[c:4]([n:5][cH:6][n:7]1)[nH:8][cH:9][cH:10]2.